From a dataset of the Open Reaction Database (ORD), a public repository of structured organic reaction records. describe an organic reaction: reactants, conditions, products, and yield The reactants are N(CC)CC (Et2NH), FC=1C=C(C=C(C1F)O)CCC(=O)OCC (ethyl 3-(3,4-difluoro-5-hydroxyphenyl)propanoate), C(=O)([O-])[O-].[K+].[K+] (K2CO3), C(C1=CC=CC=C1)Br (benzyl bromide). The solvent is CCOC(=O)C (EtOAc), O (H2O), CN(C)C=O (DMF). Reaction conditions: time 10 minute. Yields the product C(C1=CC=CC=C1)OC=1C=C(C=C(C1F)F)CCC(=O)OCC (Ethyl 3-[3-(benzyloxy)-4,5-difluorophenyl]propanoate). Yield: 138.3%. As a reaction SMILES: [F:1][C:2]1[CH:3]=[C:4]([CH2:10][CH2:11][C:12]([O:14][CH2:15][CH3:16])=[O:13])[CH:5]=[C:6]([OH:9])[C:7]=1[F:8].C([O-])([O-])=O.[K+].[K+].[CH2:23](Br)[C:24]1[CH:29]=[CH:28][CH:27]=[CH:26][CH:25]=1.N(CC)CC>CCOC(C)=O.O.CN(C=O)C>[CH2:23]([O:9][C:6]1[CH:5]=[C:4]([CH2:10][CH2:11][C:12]([O:14][CH2:15][CH3:16])=[O:13])[CH:3]=[C:2]([F:1])[C:7]=1[F:8])[C:24]1[CH:29]=[CH:28][CH:27]=[CH:26][CH:25]=1 |f:1.2.3|. Procedure: A solution of DMF (21 mL), ethyl 3-(3,4-difluoro-5-hydroxyphenyl)propanoate (2.46 g, 0.0107 mol), and K2CO3 (1.92 g, 0.0139 mol) were combined at 0° C. under N2. After 10 min, benzyl bromide (1.65 mL, 0.0139 mol) was added dropwise. The solution was allowed to warm to room temperature. After 16 h, H2O (50 mL), Et2NH (2 eq) and EtOAc (50 mL) were added and the organic layer isolated. The aqueous layer was washed with EtOAc (2×) and the combined organic fractions were washed with 1M HCl (2×), sat.... Reactants: O=C(CCC1=C(C=CC=C1)NC(OC(C)(C)C)=O)C1=CC=CC=C1 (tert-butyl 2-(3-oxo-3-phenylpropyl)phenylcarbamate), NC1=CC=CC=C1 (aniline), CCCCCCCCCC (decane), C(C)(C)(C)OO (tert-butyl hydroperoxide), crude product. Reagents/catalysts: [I-].C(CCC)[N+](CCCC)(CCCC)CCCC (tetrabutylammonium iodide). The solvent is CCCCCC.C(C)(=O)OCC (hexane ethyl acetate), C(C)(=O)OCC (ethyl acetate), O (water). The product is C(C1=CC=CC=C1)(=O)C1N(C2=CC=CC=C2C1)C(=O)OC(C)(C)C (tert-butyl 2-benzoylindoline-1-carboxylate). The yield is 76.0%. RXN SMILES: [O:1]=[C:2]([C:19]1[CH:24]=[CH:23][CH:22]=[CH:21][CH:20]=1)[CH2:3][CH2:4][C:5]1[CH:10]=[CH:9][CH:8]=[CH:7][C:6]=1[NH:11][C:12](=[O:18])[O:13][C:14]([CH3:17])([CH3:16])[CH3:15].CCCCCCCCCC.C(OO)(C)(C)C.NC1C=CC=CC=1>[I-].C([N+](CCCC)(CCCC)CCCC)CCC.C(OCC)(=O)C.CCCCCC.C(OCC)(=O)C.O>[C:2]([CH:3]1[CH2:4][C:5]2[C:6](=[CH:7][CH:8]=[CH:9][CH:10]=2)[N:11]1[C:12]([O:13][C:14]([CH3:17])([CH3:15])[CH3:16])=[O:18])(=[O:1])[C:19]1[CH:24]=[CH:23][CH:22]=[CH:21][CH:20]=1 |f:4.5,7.8|. Reported procedure: A reactor was charged with 325 mg (1.0 mmol) of tert-butyl 2-(3-oxo-3-phenylpropyl)phenylcarbamate (an11) obtained in Synthesis Example 5, 36.9 mg (0.10 mmol) of tetrabutylammonium iodide (Bu4N+I−), and 50 mL of ethyl acetate as a solvent to prepare a solution. Subsequently, 364 μL of 5.5 M decane solution (manufactured by Aldrich) containing 2.0 mmol of tert-butyl hydroperoxide (TBHP) as an oxidizing agent was added to the solution in an amount corresponding to 2 equivalents based on the anilin... Reactants: CC(C)(C)NC[C@@H](COC=1C=CC=C2C1CCCC2=O)O (levobunolol), Cl (hydrogen chloride). The solvent is C(C)O (ethanol). Conditions: time 1 hour. Product: CC(C)(C)NC[C@@H](COC=1C=CC=C2C1CCCC2=O)O.Cl (levobunolol hydrochloride). Isolated yield 51.0%. As a reaction SMILES: [CH3:1][C:2]([NH:5][CH2:6][C@H:7]([OH:21])[CH2:8][O:9][C:10]1[CH:11]=[CH:12][CH:13]=[C:14]2[C:19](=[O:20])[CH2:18][CH2:17][CH2:16][C:15]=12)([CH3:4])[CH3:3].[ClH:22]>C(O)C>[CH3:4][C:2]([NH:5][CH2:6][C@H:7]([OH:21])[CH2:8][O:9][C:10]1[CH:11]=[CH:12][CH:13]=[C:14]2[C:19](=[O:20])[CH2:18][CH2:17][CH2:16][C:15]=12)([CH3:1])[CH3:3].[ClH:22] |f:3.4|. Procedure: To the above toluenic solution containing levobunolol as free base, 16 ml ethanol and the stoichiometric amount of hydrogen chloride were added. The stirred mixture was cooled below 10° C. and kept at this temperature for one hour. The precipitated solid was filtered, washed with toluene, recrystallized twice from 43 ml ethanol and dried to give 10.0 g (51% yield) of levobunolol hydrochloride having a rotary power at 25° C. below -19°. Starting materials: C(C)(=O)C1=CC=CC=C1 (acetophenone), [Br-].[Br-].[Br-].C(CCC)[N+](CCCC)(CCCC)CCCC.C(CCC)[N+](CCCC)(CCCC)CCCC.C(CCC)[N+](CCCC)(CCCC)CCCC (tetrabutylammonium tribromide). Run in CO.C(Cl)Cl (methanol methylene chloride). Conditions: time 3 day. Product: BrCC(=O)C1=CC=CC=C1 (bromoacetophenone). Isolated yield 60.2%. Reaction SMILES: [C:1]([C:4]1[CH:9]=[CH:8][CH:7]=[CH:6][CH:5]=1)(=[O:3])[CH3:2].[Br-:10].[Br-].[Br-].C([N+](CCCC)(CCCC)CCCC)CCC.C([N+](CCCC)(CCCC)CCCC)CCC.C([N+](CCCC)(CCCC)CCCC)CCC>CO.C(Cl)Cl>[Br:10][CH2:2][C:1]([C:4]1[CH:9]=[CH:8][CH:7]=[CH:6][CH:5]=1)=[O:3] |f:1.2.3.4.5.6,7.8|. Reported procedure: The product from Step B (52 mmol) was treated with tetrabutylammonium tribromide (25.5 g, 52.9 mmol) in methanol/methylene chloride (1/3, 240 ml) under nitrogen. After stirring 3 days at room temperature, the solvents were removed in vacuo, and the residue dissolved in diethyl ether (200 ml), washed with water (4×50 ml), dried over anhydrous sodium sulfate, filtered and concentrated in vacuo. Purification by column chromatography on silica gel (120 g) eluting with hexanes/ethyl acetate (30/1) af... Starting materials: C(C1=CC=CC=C1)OC1=CC=C(C=C1)NCC(OC)OC ((4-benzyloxyphenyl)-(2,2-dimethoxyethyl)amine), [H][H] (hydrogen). The reagents and catalysts are [OH-].[Pd+2].[OH-] (Palladium(II) hydroxide). Run in C(C)O (ethanol). Run at time 3 hour. The product is COC(CNC1=CC=C(C=C1)O)OC (4-(2,2-Dimethoxyethylamino)phenol). Reaction SMILES: C([O:8][C:9]1[CH:14]=[CH:13][C:12]([NH:15][CH2:16][CH:17]([O:20][CH3:21])[O:18][CH3:19])=[CH:11][CH:10]=1)C1C=CC=CC=1.[H][H]>C(O)C.[OH-].[Pd+2].[OH-]>[CH3:21][O:20][CH:17]([O:18][CH3:19])[CH2:16][NH:15][C:12]1[CH:13]=[CH:14][C:9]([OH:8])=[CH:10][CH:11]=1 |f:3.4.5|. Procedure: Palladium(II) hydroxide (20% on carbon, 0.5 g) was added to a solution of (4-benzyloxyphenyl)-(2,2-dimethoxyethyl)amine (3.5 g) in ethanol (50 mL) under nitrogen. The nitrogen atmosphere was replaced by hydrogen and the mixture was shaken for 3 hours. The catalyst was filtered off and the filtrate was concentrated. The crude product was reacted further without purification. Reactants: ClC1=C(C=CC=C1)CC(=O)NN (o-chlorophenylacetic acid hydrazide), C(C)OC(C(=NC)Cl)=O (2-chloro-2-(N-methylimino)acetic acid ethyl ester), Cl (hydrochloric acid). Run in ClCCl (dichloromethane). Run at time 2 hour. Product: C(C)OC(=O)C1=NN=C(N1C)CC1=C(C=CC=C1)Cl (5-(o-chlorobenzyl)-4-methyl-4H-1,2,4-triazole-3-carboxylic acid ethyl ester). As a reaction SMILES: [Cl:1][C:2]1[CH:7]=[CH:6][CH:5]=[CH:4][C:3]=1[CH2:8][C:9]([NH:11][NH2:12])=O.[CH2:13]([O:15][C:16](=[O:21])[C:17](Cl)=[N:18][CH3:19])[CH3:14].Cl>ClCCl>[CH2:13]([O:15][C:16]([C:17]1[N:18]([CH3:19])[C:9]([CH2:8][C:3]2[CH:4]=[CH:5][CH:6]=[CH:7][C:2]=2[Cl:1])=[N:11][N:12]=1)=[O:21])[CH3:14]. Procedure: 14.8 g (80 mmol) of o-chlorophenylacetic acid hydrazide are suspended in 230 ml of dichloromethane. At 5°, 12 g (80 mmol) of 2-chloro-2-(N-methylimino)acetic acid ethyl ester [Tetrahedron Lett. 30, 2827 (1979)] are added dropwise thereto. The whole is then stirred for 2 hours while cooling with ice and then overnight at room temperature. The reaction mixture is then poured onto ice, 50 ml of 2N hydrochloric acid are added thereto and the whole is extracted twice with dichloromethane. The combine... The reactants are CCC1C(O[Si](C)(C)C(C)(C)C)CC(=O)N1c1ccc(C#N)c(OC)c1, O=C([O-])O, Cl, [Na+], C1CCOC1. Product: CCC1C(O)CC(=O)N1c1ccc(C#N)c(OC)c1. Reaction SMILES: [C:1]([Si:2]([CH3:3])([CH3:4])[O:6][CH:7]1[CH:8]([CH2:23][CH3:24])[N:9]([c:13]2[cH:14][c:15]([O:21][CH3:22])[c:16]([C:17]#[N:18])[cH:19][cH:20]2)[C:10](=[O:12])[CH2:11]1)([CH3:5])([CH3:25])[CH3:26].[C:28](=[O:29])([O-:30])[OH:31].[ClH:27].[Na+:32].[O:33]1[CH2:34][CH2:35][CH2:36][CH2:37]1>>[OH:6][CH:7]1[CH:8]([CH2:23][CH3:24])[N:9]([c:13]2[cH:14][c:15]([O:21][CH3:22])[c:16]([C:17]#[N:18])[cH:19][cH:20]2)[C:10](=[O:12])[CH2:11]1. Starting materials: CC#N, CCN(C(C)C)C(C)C, COc1ccc(Cl)cc1C(C)N, CS(=O)(=O)c1ccc(F)cc1F. Yields the product COc1ccc(Cl)cc1C(C)Nc1cc(F)ccc1S(C)(=O)=O. As a reaction SMILES: [CH3:34][C:35]#[N:36].[CH:25]([N:26]([CH2:27][CH3:28])[CH:29]([CH3:30])[CH3:31])([CH3:32])[CH3:33].[Cl:13][c:14]1[cH:15][cH:16][c:17]([O:23][CH3:24])[c:18]([CH:20]([CH3:21])[NH2:22])[cH:19]1.[F:1][c:2]1[c:3]([S:9](=[O:10])(=[O:11])[CH3:12])[cH:4][cH:5][c:6]([F:8])[cH:7]1>>[c:2]1([NH:22][CH:20]([c:18]2[c:17]([O:23][CH3:24])[cH:16][cH:15][c:14]([Cl:13])[cH:19]2)[CH3:21])[c:3]([S:9](=[O:10])(=[O:11])[CH3:12])[cH:4][cH:5][c:6]([F:8])[cH:7]1. The reactants are COC(=O)C(C)(C)C, CC#N, Cc1ccccc1, C[O-], CS(C)=O, Cl, [Na+], O. Yields the product CC(C)(C)C(=O)CC#N. As a reaction SMILES: [C:4]([C:5]([CH3:6])([CH3:7])[CH3:8])([O:10][CH3:9])=[O:11].[CH3:12][C:13]#[N:14].[CH3:17][c:18]1[cH:19][cH:20][cH:21][cH:22][cH:23]1.[CH3:1][O-:2].[CH3:24][S:25](=[O:26])[CH3:27].[ClH:15].[Na+:3].[OH2:16]>>[C:4]([C:5]([CH3:6])([CH3:7])[CH3:8])(=[O:10])[CH2:12][C:13]#[N:14].